This data is from the Open Reaction Database (ORD), a public repository of structured organic reaction records. The task is: describe an organic reaction: reactants, conditions, products, and yield Starting materials: BrCCCCOC[C@@H]1CC[C@H](CC1)CN(S(=O)(=O)C1=CC=C(C=C1)C(F)(F)F)C (trans-N-[4-(4-bromo-butoxymethyl)-cyclohexylmethyl]-N-methyl-4-trifluoromethyl-benzenesulfonamide), C(C=C)NC (N-allyl-methyl-amine). The solvent is CN(C(C)=O)C (N,N-dimethylacetamide). Yields the product C(C=C)N(CCCCOC[C@@H]1CC[C@H](CC1)CN(S(=O)(=O)C1=CC=C(C=C1)C(F)(F)F)C)C (trans-N-{4-[4-(allyl-methyl-amino)-butoxymethyl]-cyclohexylmethyl}-N-methyl-4-trifluoromethyl-benzenesulfonamide). Reaction SMILES: Br[CH2:2][CH2:3][CH2:4][CH2:5][O:6][CH2:7][C@H:8]1[CH2:13][CH2:12][C@H:11]([CH2:14][N:15]([CH3:29])[S:16]([C:19]2[CH:24]=[CH:23][C:22]([C:25]([F:28])([F:27])[F:26])=[CH:21][CH:20]=2)(=[O:18])=[O:17])[CH2:10][CH2:9]1.[CH2:30]([NH:33][CH3:34])[CH:31]=[CH2:32]>CN(C)C(=O)C>[CH2:30]([N:33]([CH3:34])[CH2:2][CH2:3][CH2:4][CH2:5][O:6][CH2:7][C@H:8]1[CH2:13][CH2:12][C@H:11]([CH2:14][N:15]([CH3:29])[S:16]([C:19]2[CH:24]=[CH:23][C:22]([C:25]([F:28])([F:27])[F:26])=[CH:21][CH:20]=2)(=[O:18])=[O:17])[CH2:10][CH2:9]1)[CH:31]=[CH2:32]. Procedure details: In analogy to the method described in example 12.1, trans-N-[4-(4-bromo-butoxymethyl)-cyclohexylmethyl]-N-methyl-4-trifluoromethyl-benzenesulfonamide was reacted with N-allyl-methyl-amine in N,N-dimethylacetamide at room temperature to yield trans-N-{4-[4-(allyl-methyl-amino)-butoxymethyl]-cyclohexylmethyl}-N-methyl-4-trifluoromethyl-benzenesulfonamide as yellow solid, MS: 491 (MH+). The reactants are C1(=CC=CC=C1)NC1=NC=CC=C1 (2-(N-phenylamino)pyridine), BrCCCN1C(C=2C(C1=O)=CC=CC2)=O (N-(3-bromopropyl)phthalimide), [H-].[Na+] (sodium hydride), [H][H] (hydrogen). The solvent is CS(=O)C (DMSO), CS(=O)C (DMSO), CCOCC (ether), O (water), CS(=O)C (DMSO). Run at temperature 85 celsius, time 8 hour. Yields the product C1(=CC=CC=C1)N(C1=NC=CC=C1)CCCN1C(C=2C(C1=O)=CC=CC2)=O (N-[3-(N-phenyl-N-pyrid-2-ylamino)propyl]phthalimide). Yield: 35.1%. Reaction SMILES: [H-].[Na+].[C:3]1([NH:9][C:10]2[CH:15]=[CH:14][CH:13]=[CH:12][N:11]=2)[CH:8]=[CH:7][CH:6]=[CH:5][CH:4]=1.[H][H].Br[CH2:19][CH2:20][CH2:21][N:22]1[C:26](=[O:27])[C:25]2=[CH:28][CH:29]=[CH:30][CH:31]=[C:24]2[C:23]1=[O:32]>CS(C)=O.CCOCC.O>[C:3]1([N:9]([CH2:19][CH2:20][CH2:21][N:22]2[C:26](=[O:27])[C:25]3=[CH:28][CH:29]=[CH:30][CH:31]=[C:24]3[C:23]2=[O:32])[C:10]2[CH:15]=[CH:14][CH:13]=[CH:12][N:11]=2)[CH:4]=[CH:5][CH:6]=[CH:7][CH:8]=1 |f:0.1|. Procedure: To a suspension of sodium hydride (0.78 g) in DMSO (20 ml) was added 2-(N-phenylamino)pyridine (5.0 g) in DMSO (15 ml). The mixture was stirred and slowly heated under nitrogen to 85° C. After the evolution of hydrogen had ceased the mixture was cooled to room temperature and N-(3-bromopropyl)phthalimide (7.88 g) in DMSO (15 ml) added dropwise. After standing overnight the mixture was poured into water and ether extracts made with the pH adjusted between 2 to 4. The extracts were dried (MgSO4), ... Reactants: [Al+3], [Cl-], [Cl-], [Cl-], CC(=CC(C)C)c1sccc1N, CC(=CC(C)C)c1sccc1N. Yields the product C=C(CC(C)C)c1sccc1N. As a reaction SMILES: [Al+3:2].[Cl-:1].[Cl-:3].[Cl-:4].[NH2:17][c:18]1[cH:19][cH:20][s:21][c:22]1[C:23](=[CH:24][CH:25]([CH3:26])[CH3:27])[CH3:28].[NH2:5][c:6]1[c:7]([C:11]([CH3:12])=[CH:13][CH:14]([CH3:15])[CH3:16])[s:8][cH:9][cH:10]1>>[NH2:5][c:6]1[c:7]([C:11](=[CH2:12])[CH2:13][CH:14]([CH3:15])[CH3:16])[s:8][cH:9][cH:10]1. Starting materials: C(C)OC=1C(=NC2=CC(=C(C=C2N1)[N+](=O)[O-])N1C=NC(=C1)CO)C(=O)OCC (ethyl 3-ethoxy-7-(4-(hydroxymethyl)imidazole-1-yl)-6-nitroquinoxaline-2-carboxylate), CN(C=O)C (N,N-dimethylformamide). The reagents and catalysts are [Pd] (palladium on carbon). Solvent: C(C)O (ethanol). Reaction conditions: time 4 hour. The product is NC=1C=C2N=C(C(=NC2=CC1N1C=NC(=C1)CO)C(=O)OCC)OCC (Ethyl 6-Amino-3-ethoxy-7-(4-(hydroxymethyl)imidazole-1-yl)quinoxaline-2-carboxylate). As a reaction SMILES: [CH2:1]([O:3][C:4]1[C:5]([C:24]([O:26][CH2:27][CH3:28])=[O:25])=[N:6][C:7]2[C:12]([N:13]=1)=[CH:11][C:10]([N+:14]([O-])=O)=[C:9]([N:17]1[CH:21]=[C:20]([CH2:22][OH:23])[N:19]=[CH:18]1)[CH:8]=2)[CH3:2].CN(C)C=O>C(O)C.[Pd]>[NH2:14][C:10]1[CH:11]=[C:12]2[C:7](=[CH:8][C:9]=1[N:17]1[CH:21]=[C:20]([CH2:22][OH:23])[N:19]=[CH:18]1)[N:6]=[C:5]([C:24]([O:26][CH2:27][CH3:28])=[O:25])[C:4]([O:3][CH2:1][CH3:2])=[N:13]2. Procedure details: To a solution of ethyl 3-ethoxy-7-(4-(hydroxymethyl)imidazole-1-yl)-6-nitroquinoxaline-2-carboxylate&Asteriskpseud;A (2.00 g, 5.16 mmol) in ethanol (200 ml) was added 10% palladium on carbon (200 mg), and the mixture was stirred for 4 hours at room temperature under hydrogen atmosphere (4 atm, 392 KPa). After completion of reaction, N,N-dimethylformamide was added to the reaction mixture to dissolve the precipitated crystals and then catalyst was filtered off using celite. By distilling off solv... The reactants are Br.C(C1=CC=CC=C1)N1CCC(CC1)N(C(C)=O)C1=C(C=CC=C1)[N+](=O)[O-] (1-benzyl-4-[N-(2-nitrophenyl)-N-acetylamino]-piperidine hydrobromide), [H][H] (hydrogen). Reagents/catalysts: [C].[Pd] (palladium carbon). The solvent is CO (methanol). Conditions: time 8 hour. Yields the product CC=1N(C2=C(N1)C=CC=C2)C2CCNCC2 (4-(2-methyl-benzimidazol-3-yl)-piperidine). The yield is 91.3%. RXN SMILES: Br.C([N:9]1[CH2:14][CH2:13][CH:12]([N:15]([C:19]2[CH:24]=[CH:23][CH:22]=[CH:21][C:20]=2[N+:25]([O-])=O)[C:16](=O)[CH3:17])[CH2:11][CH2:10]1)C1C=CC=CC=1.[H][H]>[C].[Pd].CO>[CH3:17][C:16]1[N:15]([CH:12]2[CH2:13][CH2:14][NH:9][CH2:10][CH2:11]2)[C:19]2[CH:24]=[CH:23][CH:22]=[CH:21][C:20]=2[N:25]=1 |f:0.1,3.4|. Reported procedure: In this reference example, 14.8 g of 1-benzyl-4-[N-(2-nitrophenyl)-N-acetylamino]-piperidine hydrobromide obtained in the same manner as that of Refernce Example 4, 250 ml of methanol and 1.0 g of 5% palladium carbon are mixed and stirred at room temperature under the atmospheric pressure in the current of hydrogen for 12 hours. The resultant reaction mixture is filtered. The filtrate is mixed with 29 ml of concentrated hydrochloric acid and stirred overnight. The reaction solution is concentrat... The reactants are CC(=O)O[BH-](OC(C)=O)OC(C)=O, CC(=O)O, CC(Cl)Cl, O=Cc1cccc(C(F)(F)F)c1, CC(C)(C)OC(=O)NC1CCNCC1, [Na+]. Yields the product CC(C)(C)OC(=O)NC1CCN(Cc2cccc(C(F)(F)F)c2)CC1. RXN SMILES: [C:27]([O:28][BH-:29]([O:30][C:31](=[O:32])[CH3:33])[O:34][C:35](=[O:36])[CH3:37])(=[O:38])[CH3:39].[CH3:41][C:42](=[O:43])[OH:44].[Cl:45][CH:46]([Cl:47])[CH3:48].[F:15][C:16]([c:17]1[cH:18][c:19]([CH:20]=[O:21])[cH:22][cH:23][cH:24]1)([F:25])[F:26].[NH:1]1[CH2:2][CH2:3][CH:4]([NH:7][C:8]([O:9][C:10]([CH3:11])([CH3:12])[CH3:13])=[O:14])[CH2:5][CH2:6]1.[Na+:40]>>[N:1]1([CH2:20][c:19]2[cH:18][c:17]([C:16]([F:15])([F:25])[F:26])[cH:24][cH:23][cH:22]2)[CH2:2][CH2:3][CH:4]([NH:7][C:8]([O:9][C:10]([CH3:11])([CH3:12])[CH3:13])=[O:14])[CH2:5][CH2:6]1. Starting materials: 3-(5-[(1,1-dimethylethyl)dimethylsiloxy]but-1-yl)cyclopentene, crude product, C1(C=CCC1)CCCCO[Si](C)(C)C(C)(C)C ([4-(2-cyclopenten-1-yl)butoxy](1,1-dimethylethyl)dimethylsilane), F (hydrofluoric acid). The solvent is C(C)#N (acetonitrile). The product is OCCCCC1C=CCC1 (3-(4-Hydroxybut-1-yl)cyclopentene). RXN SMILES: [CH:1]1([CH2:6][CH2:7][CH2:8][CH2:9][O:10][Si](C(C)(C)C)(C)C)[CH2:5][CH2:4][CH:3]=[CH:2]1.F>C(#N)C>[OH:10][CH2:9][CH2:8][CH2:7][CH2:6][CH:1]1[CH2:5][CH2:4][CH:3]=[CH:2]1. Procedure: The procedure followed is the same as that described in Example 12 substituting 3-(5-[(1,1-dimethylethyl)dimethylsiloxy]but-1-yl)cyclopentene {[4-(2-cyclopenten-1-yl)butoxy](1,1-dimethylethyl)dimethylsilane} (100 g, 0.407 moles), 5% hydrofluoric acid (78 ml), acetonitrile (1500 ml). The crude product is kugelrohred under reduced pressure leaving a clear, colorless oil (51 g, 0.36 moles). Reactants: OC1(C(=C(C2=CC=CC=C12)C1=CC2=C(C=C1)OCO2)C(=O)[O-])C2=CC=C(C=C2)OC (1-hydroxy-1-(4-methoxyphenyl)-3-(3,4-methylenedioxyphenyl)-indene-2-carboxylate), C(C)[SiH](CC)CC (triethylsilane), [B] (boron). Run in C(Cl)Cl (CH2Cl2). Run at temperature 0 celsius, time 10 minute. Yields the product COC1=CC=C(C=C1)C1C(C(C2=CC=CC=C12)C1=CC2=C(C=C1)OCO2)C(=O)O ((1RS,2SR,3SR)-1-(4-Methoxyphenyl)-3-(3,4-methylenedioxyphenyl)indane-2-carboxylic acid), solid. Yield: 94.0%. RXN SMILES: O[C:2]1([C:23]2[CH:28]=[CH:27][C:26]([O:29][CH3:30])=[CH:25][CH:24]=2)[C:10]2[C:5](=[CH:6][CH:7]=[CH:8][CH:9]=2)[C:4]([C:11]2[CH:16]=[CH:15][C:14]3[O:17][CH2:18][O:19][C:13]=3[CH:12]=2)=[C:3]1[C:20]([O-:22])=[O:21].C([SiH](CC)CC)C.[B]>C(Cl)Cl>[CH3:30][O:29][C:26]1[CH:27]=[CH:28][C:23]([CH:2]2[C:10]3[C:5](=[CH:6][CH:7]=[CH:8][CH:9]=3)[CH:4]([C:11]3[CH:16]=[CH:15][C:14]4[O:17][CH2:18][O:19][C:13]=4[CH:12]=3)[CH:3]2[C:20]([OH:22])=[O:21])=[CH:24][CH:25]=1. Procedure details: To a solution of ethyl (1R)2R)-1-hydroxy-1-(4-methoxyphenyl)-3-(3,4-methylenedioxyphenyl)-indene-2-carboxylate (0.80 g, 1.9 mmol) in CH2Cl2 (10 ml) at 0° C. under an argon atmosphere was added triethylsilane (0.28 a, 2.4 mmol), followed by boron tritluoride etherate (1 ml, 8.1 mmol). The resulting solution was stirred at 0° C. for 10 min, and was then partitioned between EtOAc and 3M HCl. The organic extract was washed with saturated aqueous NaCl and dried (MgSO4). The solvent was removed in vac...